From a dataset of the Open Reaction Database (ORD), a public repository of structured organic reaction records. describe an organic reaction: reactants, conditions, products, and yield Starting materials: CC(CC)N (2-Butylamine), OCCNC(C)CC (N-(2-hydroxyethyl)-N-(2-butyl)amine), amine, O=S(Cl)Cl (SOCl2). The product is [Cl-].ClCC[NH2+]C(C)CC (N-(2-chloroethyl)-N-(2-butyl)ammonium chloride). Reported procedure: 2-Butylamine was converted to N-(2-hydroxyethyl)-N-(2-butyl)amine according to Method B5a. The amine was reacted with SOCl2 according to Method B7a to give N-(2-chloroethyl)-N-(2-butyl)ammonium chloride. The chloroethylamine was reacted with 2-methyl-4-nitrophenyl isothiocyanate according to Method C1a to give to give 2-(2-methyl-4-nitrophenylimino)-3-(2-butyl)-1,3-thiazolidine. RXN SMILES: CC(N)CC.O[CH2:7][CH2:8][NH:9][CH:10]([CH2:12][CH3:13])[CH3:11].O=S(Cl)[Cl:16]>>[Cl-:16].[Cl:16][CH2:7][CH2:8][NH2+:9][CH:10]([CH2:12][CH3:13])[CH3:11] |f:3.4|.